Task: describe an organic reaction: reactants, conditions, products, and yield. Dataset: the Open Reaction Database (ORD), a public repository of structured organic reaction records Procedure: A solution of 1,1'-thiocarbonyldiimidazole (8.9 g, 50 mmol) and 2-aminobenzothiazole (7.5 g, 50 mmol) in acetonitrile (125 mL) was stirred at room temperature for 20 h. The resulting precipitate was collected by filtration to provide 5.75 g (44%) of the title product: The solvent is C(C)#N (acetonitrile). Reaction SMILES: [C:1]([N:8]1[CH:12]=[CH:11][N:10]=[CH:9]1)([N:3]1[CH:7]=[CH:6][N:5]=[CH:4]1)=[S:2].NC1[S:15][C:16]2C=C[CH:20]=[CH:19][C:17]=2N=1>C(#N)C>[S:15]1[C:16]2[CH:17]=[CH:19][CH:20]=[CH:12][C:11]=2[N:10]=[C:9]1[NH:8][C:1]([N:3]1[CH:7]=[CH:6][N:5]=[CH:4]1)=[S:2]. Product: S1C(=NC2=C1C=CC=C2)NC(=S)N2C=NC=C2 (1-[(2-benzothiazolyl)thiocarbamoyl]imidazole). Yield: 44.2%. Starting materials: C(=S)(N1C=NC=C1)N1C=NC=C1 (1,1'-thiocarbonyldiimidazole), NC=1SC2=C(N1)C=CC=C2 (2-aminobenzothiazole). Reactants: N1(N=NN=C1)C1=C(C#N)C=C(C=C1)C(F)(F)F (2-(1H-tetraazol-1-yl)-5-(trifluoromethyl)benzonitrile). The reagents and catalysts are [Ni] (Raney nickel). Solvent: N (ammonia), O (water). Reaction conditions: time 16 hour. Yields the product EtOAc-hexanes, N1(N=NN=C1)C1=C(C=C(C=C1)C(F)(F)F)CN (1-[2-(1H-tetraazol-1-yl)-5-(trifluoromethyl)phenyl]methanamine). Yield: 70.0%. Reaction SMILES: [N:1]1([C:6]2[CH:13]=[CH:12][C:11]([C:14]([F:17])([F:16])[F:15])=[CH:10][C:7]=2[C:8]#[N:9])[CH:5]=[N:4][N:3]=[N:2]1>N.[Ni].O>[N:1]1([C:6]2[CH:13]=[CH:12][C:11]([C:14]([F:16])([F:17])[F:15])=[CH:10][C:7]=2[CH2:8][NH2:9])[CH:5]=[N:4][N:3]=[N:2]1. Procedure details: To a solution of 2-(1H-tetraazol-1-yl)-5-(trifluoromethyl)benzonitrile (166 mg, 0.69 mmol) in saturated ethanolic ammonia (12 mL) was added Raney nickel (50% slurry in water; the water was decanted and the catalyst rinsed with EtOH three times before use). The mixture was quickly degassed and purged with Ar, and was then placed under H2 atmosphere (balloon) and stirred for 16 h. The mixture was then filtered through Celite and the filter cake was rinsed thoroughly with EtOH. The filtrate was con... Starting materials: C1(CCCCC1)[C@@H](C(NC)=O)NC(=O)C=1OC(=CC1)C1=CC(=CC=C1)CN (5-(3-aminomethyl-phenyl)-furan-2-carboxylic acid ((S)-cyclohexyl-methylcarbamoyl-methyl)-amide), N(=C=O)C(C)C (2-isocyanato-propane). Run in CN(C)C=O (DMF). Conditions: time 2 hour. The product is C1(CCCCC1)[C@@H](C(=O)NC)NC(=O)C=1OC(=CC1)C1=CC(=CC=C1)CNC(NC(C)C)=O (N-[(1S)-1-cyclohexyl-2-(methylamino)-2-oxoethyl]-5-(3-{[(propan-2-ylcarbamoyl)amino]methyl}phenyl)furan-2-carboxamide). As a reaction SMILES: [CH:1]1([C@H:7]([NH:12][C:13]([C:15]2[O:16][C:17]([C:20]3[CH:25]=[CH:24][CH:23]=[C:22]([CH2:26][NH2:27])[CH:21]=3)=[CH:18][CH:19]=2)=[O:14])[C:8](=[O:11])[NH:9][CH3:10])[CH2:6][CH2:5][CH2:4][CH2:3][CH2:2]1.[N:28]([CH:31]([CH3:33])[CH3:32])=[C:29]=[O:30]>CN(C=O)C>[CH:1]1([C@H:7]([NH:12][C:13]([C:15]2[O:16][C:17]([C:20]3[CH:25]=[CH:24][CH:23]=[C:22]([CH2:26][NH:27][C:29](=[O:30])[NH:28][CH:31]([CH3:33])[CH3:32])[CH:21]=3)=[CH:18][CH:19]=2)=[O:14])[C:8]([NH:9][CH3:10])=[O:11])[CH2:6][CH2:5][CH2:4][CH2:3][CH2:2]1. Reported procedure: To a solution of 5-(3-aminomethyl-phenyl)-furan-2-carboxylic acid ((S)-cyclohexyl-methylcarbamoyl-methyl)-amide (20 mg, 0.05 mmol) in DMF (0.5 mL) is added 2-isocyanato-propane (5.8 μL, 0.06 mmol). After 2 h stirring at room temperature, the mixture evaporated in vacuo and purified on reverse phase HPLC. The product is obtained as a pale yellow solid, 16 mg, 63%, LC/MS ESI m/z (M+H)+=455.5. Reactants: CC(C)([O-])C.[K+] (potassium t-butoxide), C1CCOC1 (THF), C(C#CC)OC1=CC=C(C=C1)O (4-but-2-ynyloxy-phenol), •-propiolactone. The solvent is C1CCOC1.CN(C)C=O (THF DMF). Run at time 10 minute. Product: C(C#CC)OC1=CC=C(OCCC(=O)O)C=C1 (3-(4But-2-ynyloxy-phenoxy)-propionic Acid). As a reaction SMILES: CC(C)([O-:4])C.[K+].[CH2:7]([O:11][C:12]1[CH:17]=[CH:16][C:15]([OH:18])=[CH:14][CH:13]=1)[C:8]#[C:9][CH3:10].[CH2:19]1[CH2:23][O:22]C[CH2:20]1>C1COCC1.CN(C=O)C>[CH2:7]([O:11][C:12]1[CH:13]=[CH:14][C:15]([O:18][CH2:20][CH2:19][C:23]([OH:22])=[O:4])=[CH:16][CH:17]=1)[C:8]#[C:9][CH3:10] |f:0.1,4.5|. Procedure details: To a 0° C. solution of 1.015 g (8.60 mmol) of potassium t-butoxide suspended in 10 mL of dry THF was added a solution of 1.40 g (8.60 mmol) of 4-but-2-ynyloxy-phenol, dissolved in 30 mL of THF/DMF (5:1). The reaction was stirred at room temperature for 10 minutes and then recooled to 0° C. followed by the addition of 0.66 mL (9.46 mmol) of neat •-propiolactone. The resulting mixture was stirred overnight at room temperature and then concentrated in vacuo. The residue was diluted with ethyl aceta... The reactants are C(C)#N (acetonitrile), crude crystals, N([C@@H](CC(C)C)C(=O)OCC1=CC=CC=C1)C(=O)OCC1C2=CC=CC=C2C2=CC=CC=C12 (Fmoc-Leu-OBzl), C(C)NCC (diethylamine). The solvent is C(Cl)(Cl)Cl (chloroform). Conditions: time 3.5 hour. Yields the product N[C@@H](CC(C)C)C(=O)OCC1=CC=CC=C1 (Leu-OBzl). As a reaction SMILES: [NH:1](C(OCC1C2C(=CC=CC=2)C2C1=CC=CC=2)=O)[C@H:2]([C:7]([O:9][CH2:10][C:11]1[CH:16]=[CH:15][CH:14]=[CH:13][CH:12]=1)=[O:8])[CH2:3][CH:4]([CH3:6])[CH3:5].C(NCC)C.C(#N)C>C(Cl)(Cl)Cl>[NH2:1][C@H:2]([C:7]([O:9][CH2:10][C:11]1[CH:16]=[CH:15][CH:14]=[CH:13][CH:12]=1)=[O:8])[CH2:3][CH:4]([CH3:6])[CH3:5]. Reported procedure: The crude crystals (942 mg) of Fmoc-Leu-OBzl (2-MeO-4-OC12OC22) were dissolved in chloroform (9 mL), and diethylamine (1.99 mL, 19.2 mmol) was added dropwise under ice-cooling. The mixture was warmed to room temperature, acetonitrile (4.5 mL) was added, and the mixture was stirred for 3.5 hr. The reaction mixture was concentrated under reduced pressure, and the residue was precipitated with acetonitrile (10 mL) to give Leu-OBzl (2-MeO-4-OC12OC22) as wet crystals. Reactants: ClC=1C=C(C=CC1OC(C)C)C1=NC(=NS1)C1=C(C(=CC=C1)\C=C\OC)OC (5-{3-chloro-4-[(1-methylethyl)oxy]phenyl}-3-{2-(methyloxy)-3-[(E)-2-(methyloxy)ethenyl]phenyl}-1,2,4-thiadiazole), [I-].[Na+] (sodium iodide), C[Si](C)(C)Cl (TMSCl). Solvent: C(C)#N (Acetonitrile). Conditions: time 16 hour. Product: ClC=1C=C(C=CC1OC(C)C)C1=NC(=NS1)C=1C(=C(C=CC1)CC=O)OC ([3-(5-{3-chloro-4-[(1-methylethyl)oxy]phenyl}-1,2,4-thiadiazol-3-yl)-2-(methyloxy)phenyl]acetaldehyde). The yield is 59.6%. RXN SMILES: [Cl:1][C:2]1[CH:3]=[C:4]([C:12]2[S:16][N:15]=[C:14]([C:17]3[CH:22]=[CH:21][CH:20]=[C:19](/[CH:23]=[CH:24]/[O:25]C)[C:18]=3[O:27][CH3:28])[N:13]=2)[CH:5]=[CH:6][C:7]=1[O:8][CH:9]([CH3:11])[CH3:10].[I-].[Na+].C[Si](Cl)(C)C>C(#N)C>[Cl:1][C:2]1[CH:3]=[C:4]([C:12]2[S:16][N:15]=[C:14]([C:17]3[C:18]([O:27][CH3:28])=[C:19]([CH2:23][CH:24]=[O:25])[CH:20]=[CH:21][CH:22]=3)[N:13]=2)[CH:5]=[CH:6][C:7]=1[O:8][CH:9]([CH3:10])[CH3:11] |f:1.2|. Procedure details: To a solution of 5-{3-chloro-4-[(1-methylethyl)oxy]phenyl}-3-{2-(methyloxy)-3-[(E)-2-(methyloxy)ethenyl]phenyl}-1,2,4-thiadiazole (D102) (152 mg, 0.365 mmol) and sodium iodide (109 mg, 0.729 mmol) in Acetonitrile (10 mL) was added TMSCl (0.093 mL, 0.729 mmol) dropwise. The reaction mixture was stirred at room temperature overnight (16 h). The reaction was quenched with water (10 mL). Then EA (10 mL) was added to the reaction mixture. The organic phase was separated. The aqueous phase was extract... The product is C(#N)C1=CC=C(C=C1)C1=CCCC=2N1C=NC2 (5-(p-Cyanophenyl)-7,8-dihydroimidazo[1,5-a]pyridine). Reaction SMILES: [C:1]([C:3]1[CH:8]=[CH:7][C:6]([CH2:9][N:10]2[C:14]([CH2:15][CH2:16][CH:17]=O)=[CH:13][N:12]=[CH:11]2)=[CH:5][CH:4]=1)#[N:2].CC(C)([O-])C.[K+]>C(O)C>[C:1]([C:3]1[CH:8]=[CH:7][C:6]([C:9]2[N:10]3[CH:11]=[N:12][CH:13]=[C:14]3[CH2:15][CH2:16][CH:17]=2)=[CH:5][CH:4]=1)#[N:2] |f:1.2|. Reported procedure: A solution of 0.24 g of 1-(p-cyanophenylmethyl)-5-(2-formylethyl)-1H-imidazole in 10 ml of anhydrous ethanol is refluxed under nitrogen for 2 h with 20 mg of potassium tert-butoxide, cooled and evaporated to yield the title compound. Solvent: C(C)O (ethanol). Starting materials: C(#N)C1=CC=C(C=C1)CN1C=NC=C1CCC=O (1-(p-cyanophenylmethyl)-5-(2-formylethyl)-1H-imidazole), CC(C)([O-])C.[K+] (potassium tert-butoxide).